From a dataset of the Open Reaction Database (ORD), a public repository of structured organic reaction records. describe an organic reaction: reactants, conditions, products, and yield Starting materials: CS(=O)(=O)Cl (methanesulfonyl chloride), CCC(CC)O (3-pentanol), O (water). Run in C(C)(=O)OCC (ethyl acetate), N1=CC=CC=C1 (pyridine). Run at temperature 0 celsius, time 1 hour. Yields the product C(C)C(CC)OS(=O)(=O)C (Methanesulfonic Acid 1-ethyl-propyl ester). Reaction SMILES: [CH3:1][CH2:2][CH:3]([OH:6])[CH2:4][CH3:5].[CH3:7][S:8](Cl)(=[O:10])=[O:9].O>N1C=CC=CC=1.C(OCC)(=O)C>[CH2:2]([CH:3]([O:6][S:8]([CH3:7])(=[O:10])=[O:9])[CH2:4][CH3:5])[CH3:1]. Procedure: To a colorless solution of 88.15 g 3-pentanol (1.0 mol) in 150 ml pyridine were added under stirring at 0° C. 126.0 g methanesulfonyl chloride (1.1 mol) over 1 h. After warming up (15 min.) and stirring at room temperature for 1 h, 50 ml deionized water were added all at once and stirring at room temperature was continued for 1 h. The reaction mixture was diluted with 500 ml ethyl acetate and washed with 800 ml 1N HCl and 250 ml 10% brine. Both aqueous layers were extracted sequentially with 250... The reactants are C#CCOCC(=O)Cl, CNC, C1CCOC1. The product is C#CCOCC(=O)N(C)C. RXN SMILES: [CH2:1]([C:2]#[CH:3])[O:4][CH2:5][C:6](=[O:7])[Cl:8].[CH3:9][NH:10][CH3:11].[O:12]1[CH2:13][CH2:14][CH2:15][CH2:16]1>>[CH2:1]([C:2]#[CH:3])[O:4][CH2:5][C:6](=[O:7])[N:10]([CH3:9])[CH3:11]. Reactants: C1=CC=CC=2C3=CC=CC=C3C(C12)COC(=O)N[C@@H](CCC(NC(P(=O)(CC=C)CC=C)P(=O)(CC=C)CC=C)=O)C(=O)O (N2-(9-fluorenylmethoxycarbonyl)-N5-(bis(diallylphosphoryl)methyl)-L-glutamine), N1CCCCC1 (piperidine). Solvent: CN(C)C=O (DMF). Reaction conditions: time 4 hour. Product: C(C=C)P(=O)(CC=C)C(NC(CC[C@H](N)C(=O)O)=O)P(=O)(CC=C)CC=C (N5-(bis(diallylphosphoryl)methyl)-L-glutamine), oil. Isolated yield 43.0%. RXN SMILES: C1C2C(COC([NH:18][C@H:19]([C:42]([OH:44])=[O:43])[CH2:20][CH2:21][C:22](=[O:41])[NH:23][CH:24]([P:33]([CH2:38][CH:39]=[CH2:40])([CH2:35][CH:36]=[CH2:37])=[O:34])[P:25]([CH2:30][CH:31]=[CH2:32])([CH2:27][CH:28]=[CH2:29])=[O:26])=O)C3C(=CC=CC=3)C=2C=CC=1.N1CCCCC1>CN(C=O)C>[CH2:30]([P:25]([CH:24]([P:33]([CH2:35][CH:36]=[CH2:37])([CH2:38][CH:39]=[CH2:40])=[O:34])[NH:23][C:22](=[O:41])[CH2:21][CH2:20][C@@H:19]([C:42]([OH:44])=[O:43])[NH2:18])([CH2:27][CH:28]=[CH2:29])=[O:26])[CH:31]=[CH2:32]. Reported procedure: Fmoc-protected compound 97 (898 mg, 1.18 mmol) was treated with a 5% v/v solution of piperidine in DMF (5.9 mL). After stirring for 4 h, the reaction mixture was concentrated to dryness and purified by silica gel chromatography on a Biotage™ flash chromatography system using a gradient of 0-5% methanol in CH2Cl2. Compound 98 was obtained as a colorless oil (274 mg, 43%). 1H NMR (400 MHz, CDCl3) δ 1.46 (s, 9H), 1.72-1.81 (m, 1H), 2.04-2.31 (m, 3H), 2.36-2.43 (m, 1H), 2.46-2.54 (m, 1H), 3.41 (dd, ... Starting materials: ON1C(SC=C1C)=S (3-hydroxy-4-methylthiazol-2(3H)-thione), C([O-])(O)=O.[Na+] (sodium bicarbonate), C(C)(=O)OC(C)=O (acetic anhydride). The solvent is O (water). Yields the product C(C)(=O)ON1C(SC=C1C)=S (3-acetoxy-4-methylthiazol-2(3H)-thione). As a reaction SMILES: [OH:1][N:2]1[C:6]([CH3:7])=[CH:5][S:4][C:3]1=[S:8].C(=O)(O)[O-].[Na+].[C:14](OC(=O)C)(=[O:16])[CH3:15]>O>[C:14]([O:1][N:2]1[C:6]([CH3:7])=[CH:5][S:4][C:3]1=[S:8])(=[O:16])[CH3:15] |f:1.2|. Procedure details: 0.74 parts of 3-hydroxy-4-methylthiazol-2(3H)-thione, 0.84 parts of sodium bicarbonate and 30 parts of water were stirred at 0°-5° C. while 0.52 parts of acetic anhydride were added dropwise and the reaction mixture was stirred at 0°-5° C. for a further hour. A precipitate was formed which was separated by filtration and recrystallised from aqueous methanol. 0.33 parts of 3-acetoxy-4-methylthiazol-2(3H)-thione, of melting point 100°-101° C., was obtained.